Dataset: the Open Reaction Database (ORD), a public repository of structured organic reaction records. Task: describe an organic reaction: reactants, conditions, products, and yield Starting materials: CSC1=NC2=C(N1CC1=CC=C(C=C1)C=1C(=CC=CC1)C(=O)OC(C)(C)C)C=CC=C2 (tert.butyl 4'-[(2-methylmercapto-benzimidazol-1-yl)-methyl]biphenyl-2-carboxylate), FC(C(=O)O)(F)F (trifluoroacetic acid). The product is CSC1=NC2=C(N1CC1=CC=C(C=C1)C=1C(=CC=CC1)C(=O)O)C=CC=C2 (4'-[(2-Methylmercapto-benzimidazol-1-yl)-methyl]biphenyl-2-carboxylic acid). Reaction SMILES: [CH3:1][S:2][C:3]1[N:7]([CH2:8][C:9]2[CH:14]=[CH:13][C:12]([C:15]3[C:16]([C:21]([O:23]C(C)(C)C)=[O:22])=[CH:17][CH:18]=[CH:19][CH:20]=3)=[CH:11][CH:10]=2)[C:6]2[CH:28]=[CH:29][CH:30]=[CH:31][C:5]=2[N:4]=1.FC(F)(F)C(O)=O>>[CH3:1][S:2][C:3]1[N:7]([CH2:8][C:9]2[CH:14]=[CH:13][C:12]([C:15]3[C:16]([C:21]([OH:23])=[O:22])=[CH:17][CH:18]=[CH:19][CH:20]=3)=[CH:11][CH:10]=2)[C:6]2[CH:28]=[CH:29][CH:30]=[CH:31][C:5]=2[N:4]=1. Procedure details: Prepared in analogous manner to Example 9 from tert.butyl 4'-[(2-methylmercapto-benzimidazol-1-yl)-methyl]biphenyl-2-carboxylate and trifluoroacetic acid. Reactants: CO, CC#N, C[O-], Cl, O=[N+]([O-])c1ccccc1S(=O)(=O)NC(c1ccccc1)c1ccccc1, [Na+]. The product is NC(c1ccccc1)c1ccccc1. RXN SMILES: [CH3:1][OH:2].[CH3:33][C:34]#[N:35].[CH3:3][O-:4].[ClH:32].[N+:6]([c:7]1[cH:8][cH:9][cH:10][cH:11][c:12]1[S:13](=[O:14])(=[O:15])[NH:18][CH:19]([c:20]1[cH:21][cH:22][cH:23][cH:24][cH:25]1)[c:26]1[cH:27][cH:28][cH:29][cH:30][cH:31]1)([O-:16])=[O:17].[Na+:5]>>[NH2:18][CH:19]([c:20]1[cH:21][cH:22][cH:23][cH:24][cH:25]1)[c:26]1[cH:27][cH:28][cH:29][cH:30][cH:31]1. The reactants are C([O-])([O-])=O.[Na+].[Na+] (sodium carbonate), C(CCCCCCC)C1C(NC(NC1=O)=O)=O (5-octylbarbituric acid), BrCC(=O)OCC (Ethyl bromoacetate). Solvent: CN(C=O)C (dimethylformamide). Reaction conditions: time 3 hour. The product is C(CCCCCCC)C1(C(NC(NC1=O)=O)=O)CC(=O)OCC (5-octyl-5-(ethoxycarbonylmethyl)barbituric acid). RXN SMILES: [CH2:1]([CH:9]1[C:14](=[O:15])[NH:13][C:12](=[O:16])[NH:11][C:10]1=[O:17])[CH2:2][CH2:3][CH2:4][CH2:5][CH2:6][CH2:7][CH3:8].C(=O)([O-])[O-].[Na+].[Na+].Br[CH2:25][C:26]([O:28][CH2:29][CH3:30])=[O:27]>CN(C)C=O>[CH2:1]([C:9]1([CH2:25][C:26]([O:28][CH2:29][CH3:30])=[O:27])[C:14](=[O:15])[NH:13][C:12](=[O:16])[NH:11][C:10]1=[O:17])[CH2:2][CH2:3][CH2:4][CH2:5][CH2:6][CH2:7][CH3:8] |f:1.2.3|. Procedure: 4.05 g of 5-octylbarbituric acid (preparation 7) are dissolved in 25 ml of dimethylformamide, 1.16 g of sodium carbonate are added. Ethyl bromoacetate (2.25 ml) is added dropwise to the reaction mixture in 5 minutes, then the mixture is kept at room temperature under stirring for about 3 hours. The reaction mixture is then partitioned between 400 ml of water, 17 ml of 1 N hydrochloric acid and 150 ml of ethyl acetate. The organic phase is separated and washed with 150 ml of water and 100 ml of b...